From a dataset of the Open Reaction Database (ORD), a public repository of structured organic reaction records. describe an organic reaction: reactants, conditions, products, and yield Reactants: [BH4-], C1CCOC1, CO, Cl, CC(C)(C)OC(=O)NCCNC(=O)c1cc2nccc(Oc3ccc([N+](=O)[O-])cc3F)c2s1, [Na+], Cl[Ni]Cl. Product: CC(C)(C)OC(=O)NCCNC(=O)c1cc2nccc(Oc3ccc(N)cc3F)c2s1. Reaction SMILES: [BH4-:34].[CH2:39]1[O:40][CH2:41][CH2:42][CH2:43]1.[CH3:37][OH:38].[ClH:36].[F:1][c:2]1[c:3]([O:4][c:5]2[c:6]3[c:7]([n:8][cH:9][cH:10]2)[cH:11][c:12]([C:14](=[O:15])[NH:16][CH2:17][CH2:18][NH:19][C:20]([O:21][C:22]([CH3:23])([CH3:24])[CH3:25])=[O:26])[s:13]3)[cH:27][cH:28][c:29]([N+:31]([O-:32])=[O:33])[cH:30]1.[Na+:35].[Ni:44]([Cl:45])[Cl:46]>>[F:1][c:2]1[c:3]([O:4][c:5]2[c:6]3[c:7]([n:8][cH:9][cH:10]2)[cH:11][c:12]([C:14](=[O:15])[NH:16][CH2:17][CH2:18][NH:19][C:20]([O:21][C:22]([CH3:23])([CH3:24])[CH3:25])=[O:26])[s:13]3)[cH:27][cH:28][c:29]([NH2:31])[cH:30]1. Yield: 96.9%. Reactants: Cl (hydrogen chloride), COC(NCCCC#N)=O (N-(cyanopropyl)-carbamic acid methylester). Yields the product Cl.COC(=O)N1C(CCC1)=N (1-methoxycarbonyl-2-iminopyrrolidine Hydrochloride). Reported procedure: 77 g hydrogen chloride are introduced, with slight cooling, into 155 g (1.04 mole) N-(cyanopropyl)-carbamic acid methylester in 200 ml toluene at 20° C. During this procedure the product precipitates after only a short time. It is worked up as normal. 180 g of product are obtained. This corresponds to a yield of 93%. The solvent is C1(=CC=CC=C1)C (toluene). RXN SMILES: [ClH:1].[CH3:2][O:3][C:4](=[O:11])[NH:5][CH2:6][CH2:7][CH2:8][C:9]#[N:10]>C1(C)C=CC=CC=1>[ClH:1].[CH3:2][O:3][C:4]([N:5]1[CH2:6][CH2:7][CH2:8][C:9]1=[NH:10])=[O:11] |f:3.4|. Reactants: ice, FC1=CC(=C(C=C1)NC1CN(C1)C(=O)OC(C)(C)C)C (tert-butyl 3-((4-fluoro-2-methylphenyl)amino)azetidine-1-carboxylate), FC(C(=O)O)(F)F.ClCCl (trifluoroacetic acid dichloromethane). Run in ClCCl (dichloromethane). Reaction conditions: time 1 hour. Yields the product FC1=CC(=C(C=C1)NC1CNC1)C (N-(4-fluoro-2-methylphenyl)azetidin-3-amine). Yield: 98.5%. As a reaction SMILES: [F:1][C:2]1[CH:7]=[CH:6][C:5]([NH:8][CH:9]2[CH2:12][N:11](C(OC(C)(C)C)=O)[CH2:10]2)=[C:4]([CH3:20])[CH:3]=1.FC(F)(F)C(O)=O.ClCCl>ClCCl>[F:1][C:2]1[CH:7]=[CH:6][C:5]([NH:8][CH:9]2[CH2:12][NH:11][CH2:10]2)=[C:4]([CH3:20])[CH:3]=1 |f:1.2|. Procedure: To an ice cooled solution of tert-butyl 3-((4-fluoro-2-methylphenyl)amino)azetidine-1-carboxylate (D30) (300 mg, 1.07 mmol) in dichloromethane (2 ml), a mixture of trifluoroacetic acid/dichloromethane (4.5 ml/1.5 ml) was added and the mixture stirred at room temperature for 1 h. Solvents were evaporated in vacuo and the resulting residue was purified by SPE-SCX cartridge (10 g). Collected ammonia fractions, after solvent evaporation afforded the title compound (D55) (0022/107/1) (190 mg) Starting materials: C(C)OC(=O)C1=CNC=C1C1=CC=C(C=C1)[N+](=O)[O-] (3-(Ethoxycarbonyl)-4-(4-nitrophenyl)pyrrole), O (water), C(Cl)Cl (CH2Cl2), [OH-].[Na+] (NaOH). Run in C(CO)O (ethylene glycol). Conditions: temperature 160 celsius, time 1.5 hour. The product is [N+](=O)([O-])C1=CC=C(C=C1)C1=CNC=C1 (3-(4-Nitrophenyl)pyrrole). Isolated yield 26.9%. RXN SMILES: C(OC([C:6]1[C:10]([C:11]2[CH:16]=[CH:15][C:14]([N+:17]([O-:19])=[O:18])=[CH:13][CH:12]=2)=[CH:9][NH:8][CH:7]=1)=O)C.[OH-].[Na+].O.C(Cl)Cl>C(O)CO>[N+:17]([C:14]1[CH:13]=[CH:12][C:11]([C:10]2[CH:6]=[CH:7][NH:8][CH:9]=2)=[CH:16][CH:15]=1)([O-:19])=[O:18] |f:1.2|. Procedure: A solution of 55 (2.44 g, 9.92 mmol) in ethylene glycol (25 mL) was flushed with argon for 20 min. The mixture was immersed in an oil bath pre-heated to 160° C., and powdered NaOH (4.22 g, 105 mmol) was added. Stirring was continued for 1.5 h. The reaction mixture was allowed to cool to room temperature, and water and CH2Cl2 were added. The aqueous layer was extracted with CH2Cl2. The organic extract was washed with water and brine. The organic layer was dried (Na2SO4). The solvent was removed a... Starting materials: OCC1=CSC=C1S(=O)(=O)NC (3-hydroxymethyl-N-methyl-4-thiophenesulfonamide), S(=O)(Cl)Cl (thionyl chloride). Product: ClCC1=CSC=C1S(=O)(=O)NC (3-chloromethyl-N-methyl-4-thiophenesulfonamide). As a reaction SMILES: O[CH2:2][C:3]1[C:7]([S:8]([NH:11][CH3:12])(=[O:10])=[O:9])=[CH:6][S:5][CH:4]=1.S(Cl)([Cl:15])=O>>[Cl:15][CH2:2][C:3]1[C:7]([S:8]([NH:11][CH3:12])(=[O:10])=[O:9])=[CH:6][S:5][CH:4]=1. Procedure: 23.8 g (0.115 mol) of 3-hydroxymethyl-N-methyl-4-thiophenesulfonamide are treated within 10 minutes with 120 ml of thionyl chloride and the mixture is boiled under reflux for 20 minutes. Thereafter, the mixture is evaporated to dryness in a water-jet vacuum. The residue is taken up in 500 ml of methylene chloride and stirred with saturated sodium bicarbonate solution until the aqueous phase has an alkaline reaction. The phases are separated and the aqueous phase is extracted with two 100 ml port... Reactants: [H]C(C1=CC=C(OC)C=C1)=O, O=C(SCC)CC(O)=O. The reagents and catalysts are CN(C)c1ccncc1, 4Å Molecular Sieve, C1CNCCC1. Solvent: CC#N. Conditions: temperature 25 celsius, time 24 hour. The product is O=C(SCC)/C=C/C1=CC=C(OC)C=C1. The yield is 17.0%. Starting materials: CC[C@@]12CCCN3[C@@H]1[C@@]4(CC3)C=5C=CC=CC5NC4=C(C2)C(=O)OC (vincadifformine), [H-].[Na+] (NaH), O (water), CI (methyl iodide). The solvent is CN(C)C=O (DMF), CN(C)C=O (DMF), CCOCC (ether), CCOCC (ether). The product is CCC12CCCN3C1C4(CC3)C5=CC=CC=C5N(C4=C(C2)C(=O)OC)C (minovine). Isolated yield 85.0%. As a reaction SMILES: [CH3:1][CH2:2][C@:3]12[CH2:21][C:20]([C:22]([O:24][CH3:25])=[O:23])=[C:19]3[C@@:9]4([C:12]5[CH:13]=[CH:14][CH:15]=[CH:16][C:17]=5[NH:18]3)[CH2:10][CH2:11][N:7]([C@@H:8]14)[CH2:6][CH2:5][CH2:4]2.[H-].[Na+].[CH3:28]I.O>CN(C=O)C.CCOCC>[CH3:1][CH2:2][C:3]12[CH2:21][C:20]([C:22]([O:24][CH3:25])=[O:23])=[C:19]3[C:9]4([C:12]5[C:17]([N:18]3[CH3:28])=[CH:16][CH:15]=[CH:14][CH:13]=5)[CH2:10][CH2:11][N:7]([CH:8]14)[CH2:6][CH2:5][CH2:4]2 |f:1.2|. Procedure details: A solution of 34 mg (0.1 m mol) of ±vincadifformine in 1 ml of DMF was added at 20° C. to a mixture of 10 mg (0.2 m mol) of 50% NaH-mineral oil in 1 ml of DMF. After 20 min 20 μL (0.3 m mol) of methyl iodide was added to the brown solution. After 10 min 5 ml of water was added resulting in deposition of a gummy product. Decantation of the solvent, addition of ether, filtration of the ether solution through phase separating paper and concentration under vacuum gave 30 mg (85%) of minovine which s... The reactants are FC1=C(C=CC(=C1F)O)C1=NC=C(C=N1)C=1C=NC(=CC1)OCCCCCCCC (2-(2,3-difluoro-4-hydroxyphenyl)-5-(6-octyloxypyridin-3-yl)pyrimidine), BrCC (1-bromoethane). The product is C(C)OC1=C(C(=C(C=C1)C1=NC=C(C=N1)C=1C=NC(=CC1)OCCCCCCCC)F)F (2-(4-ethoxy-2,3-difluorophenyl)-5-(6-octyloxypyridin-3-yl)pyrimidine). The yield is 51.0%. RXN SMILES: [F:1][C:2]1[C:7]([F:8])=[C:6]([OH:9])[CH:5]=[CH:4][C:3]=1[C:10]1[N:15]=[CH:14][C:13]([C:16]2[CH:17]=[N:18][C:19]([O:22][CH2:23][CH2:24][CH2:25][CH2:26][CH2:27][CH2:28][CH2:29][CH3:30])=[CH:20][CH:21]=2)=[CH:12][N:11]=1.Br[CH2:32][CH3:33]>>[CH2:32]([O:9][C:6]1[CH:5]=[CH:4][C:3]([C:10]2[N:15]=[CH:14][C:13]([C:16]3[CH:17]=[N:18][C:19]([O:22][CH2:23][CH2:24][CH2:25][CH2:26][CH2:27][CH2:28][CH2:29][CH3:30])=[CH:20][CH:21]=3)=[CH:12][N:11]=2)=[C:2]([F:1])[C:7]=1[F:8])[CH3:33]. Procedure: The etherification of 2.8 mmol of 2-(2,3-difluoro-4-hydroxyphenyl)-5-(6-octyloxypyridin-3-yl)pyrimidine using 3.0 mmol of 1-bromoethane is carried out analogously to the procedure indicated for Example 3. Corresponding purification gives 0.62 g (51%) of colorless crystals, X 111 SC 122.5 SA 185 I.